describe an organic reaction: reactants, conditions, products, and yield From a dataset of the Open Reaction Database (ORD), a public repository of structured organic reaction records. Starting materials: BrC1=CC=2C(C3=CC(=CC=C3C2C=C1)Br)(CC)CC (2,7-dibromo-9,9-diethyl-9H-fluorene), BrC1=CC=C(N(C2=CC=CC=C2)C2=CC=CC=C2)C=C1 (4-bromo-N,N-diphenylaniline). The product is BrC1=CC=C2C=3C=CC(=CC3C(C2=C1)(CC)CC)C=1N(C=CC1)C (2-(7-bromo-9,9-diethyl-9H-fluoren-2-yl)-1-methyl-1H-pyrrole). As a reaction SMILES: Br[C:2]1[CH:14]=[CH:13][C:12]2[C:11]3[C:6](=[CH:7][C:8]([Br:15])=[CH:9][CH:10]=3)[C:5]([CH2:18][CH3:19])([CH2:16][CH3:17])[C:4]=2[CH:3]=1.BrC1C=CC([N:25]([C:32]2[CH:37]=[CH:36][CH:35]=CC=2)[C:26]2C=CC=CC=2)=CC=1>>[Br:15][C:8]1[CH:7]=[C:6]2[C:11]([C:12]3[CH:13]=[CH:14][C:2]([C:35]4[N:25]([CH3:26])[CH:32]=[CH:37][CH:36]=4)=[CH:3][C:4]=3[C:5]2([CH2:18][CH3:19])[CH2:16][CH3:17])=[CH:10][CH:9]=1. Procedure details: The compound of the present example was synthesized by the same method as described in example 1, except that 3.80 parts of 2,7-dibromo-9,9-diethyl-9H-fluorene (21) was used to substitute 4-bromo-N,N-diphenylaniline. Reactants: CCOc1c(Nc2cnc(F)c(Br)c2)c(=O)c1=O, CO, N. The product is Nc1c(Nc2cnc(F)c(Br)c2)c(=O)c1=O. As a reaction SMILES: [Br:1][c:2]1[cH:3][c:4]([NH:9][c:10]2[c:11](=[O:18])[c:12](=[O:17])[c:13]2[O:14][CH2:15][CH3:16])[cH:5][n:6][c:7]1[F:8].[CH3:20][OH:21].[NH3:19]>>[Br:1][c:2]1[cH:3][c:4]([NH:9][c:10]2[c:11](=[O:18])[c:12](=[O:17])[c:13]2[NH2:19])[cH:5][n:6][c:7]1[F:8]. Starting materials: NC=1C=C(C(=CC1N)F)C(F)(F)F (3,4-diamino-6-fluorobenzotrifluoride), O.O.C(C(=O)O)(=O)O (oxalic acid dihydrate), crude compound. The solvent is Cl (HCl), [OH-].[Na+] (NaOH). Product: FC=1C=C2NC(C(NC2=CC1C(F)(F)F)=O)=O (6-Fluoro-7-trifluoromethyl-1,4-dihydro-2,3-quinoxalinedione). The yield is 40.3%. As a reaction SMILES: [NH2:1][C:2]1[CH:3]=[C:4]([C:10]([F:13])([F:12])[F:11])[C:5]([F:9])=[CH:6][C:7]=1[NH2:8].O.O.[C:16](O)(=[O:20])[C:17](O)=[O:18]>Cl.[OH-].[Na+]>[F:9][C:5]1[CH:6]=[C:7]2[C:2](=[CH:3][C:4]=1[C:10]([F:13])([F:11])[F:12])[NH:1][C:17](=[O:18])[C:16](=[O:20])[NH:8]2 |f:1.2.3,5.6|. Procedure: A mixture of 3,4-diamino-6-fluorobenzotrifluoride (270 mg, 1.38 mmol) and oxalic acid dihydrate (200 mg, 1.60 mmol, used as received) in 4N HCl (5 mL) was refluxed at 120°-5° C. for 3 h, then cooled to room temperature. The mixture was centrifuged and the liquid layer was removed. The yellow solid was washed twice with cold water (2×2 mL), collected by filtration, and dried at 60° C. under reduced pressure for 2 h, affording 152 mg of crude title compound (40%) as a light yellow powder. The crud... As a reaction SMILES: C(N(CC(O)=O)CC(O)=O)[CH2:2][N:3](CC(O)=O)CC(O)=O.C(O)[C@H]([C@H]([C@@H]([C@@H](CO)O)O)O)O.[CH2:33](O)[C@H:34]1O[C@H:38]([O:40][C@:41]2(CO)[O:45][C@H:44](CO)[C@@H:43](O)[C@@H:42]2O)[C@H:37](O)[C@@H:36](O)[C@@H:35]1O.CC[Hg]SC1C(C([O-])=O)=CC=CC=1.[Na+]>C(O)C(N)(CO)CO>[CH3:33][CH:34]([NH:3][CH3:2])[CH2:35][C:36]1[CH:42]=[CH:43][C:44]2[O:45][CH2:41][O:40][C:38]=2[CH:37]=1 |f:3.4|. Reactants: polystyrene, C(CN(CC(=O)O)CC(=O)O)N(CC(=O)O)CC(=O)O (EDTA), C([C@@H](O)[C@@H](O)[C@H](O)[C@H](O)CO)O (D-mannitol), C([C@@H]1[C@H]([C@@H]([C@H]([C@H](O1)O[C@]2([C@H]([C@@H]([C@H](O2)CO)O)O)CO)O)O)O)O (sucrose), CC[Hg]SC1=CC=CC=C1C(=O)[O-].[Na+] (thimerosal). Reported procedure: The wells of an enhanced binding 96 well polystyrene microtiter plate were coated with the IgG fraction of the antiserum raised to Immunogen 7 (Example 8), diluted in 10 mM Tris, pH8.5 (125 μl/well). The appropriate antibody coating dilution was determined using standard ELISA chequerboard techniques. The plate was incubated for 2 hours at 37° C., washed 4 times with Tris buffered saline containing Tween 20 (TBST) and tapped dry. Standard solutions of MDMA were prepared in TBST at 0, 1, 10, 50, ... Yields the product CC(CC=1C=CC2=C(C1)OCO2)NC (MDMA). Run in C(C(CO)(CO)N)O (Tris), C(C(CO)(CO)N)O (Tris). Conditions: time 2 hour. The reactants are OCC1=CC(=C(C(=O)OC)C=C1)C1=CC=CC=C1 (4-hydroxymethyl-2-phenylbenzoic acid, methyl ester), C(C1CCCO1)Cl (tetrahydrofurfuryl chloride), [H-].[Na+] (NaH). The reagents and catalysts are [N+](CCCC)(CCCC)(CCCC)CCCC.[Br-] (Bu4NBr). The solvent is CN(C)C=O (DMF). Run at temperature 130 celsius, time 30 minute. The product is COC(C1=C(C=C(C=C1)COCC1OCCC1)C1=CC=CC=C1)=O (4-(2-tetrahydrofurylmethyloxymethyl)-2-phenylbenzoic acid methyl ester). The yield is 2.9%. As a reaction SMILES: [OH:1][CH2:2][C:3]1[CH:12]=[CH:11][C:6]([C:7]([O:9][CH3:10])=[O:8])=[C:5]([C:13]2[CH:18]=[CH:17][CH:16]=[CH:15][CH:14]=2)[CH:4]=1.[CH2:19](Cl)[CH:20]1[O:24][CH2:23][CH2:22][CH2:21]1.[H-].[Na+]>CN(C=O)C.[N+](CCCC)(CCCC)(CCCC)CCCC.[Br-]>[CH3:10][O:9][C:7](=[O:8])[C:6]1[CH:11]=[CH:12][C:3]([CH2:2][O:1][CH2:19][CH:20]2[CH2:21][CH2:22][CH2:23][O:24]2)=[CH:4][C:5]=1[C:13]1[CH:18]=[CH:17][CH:16]=[CH:15][CH:14]=1 |f:2.3,5.6|. Reported procedure: A solution of 4-hydroxymethyl-2-phenylbenzoic acid, methyl ester (1.94 g, 8.00 mmol), prepared as in Example 158C, and tetrahydrofurfuryl chloride (1.18 g, 9.60 mmol) in DMF (4 mL) was added to a mixture of NaH (6.40 g, 16.0 mmol) (rinsed with THF just prior to use), KI (1.33 g, 9.00 mmol), and Bu4NBr (2.60 g, 0.800 mmol). An exothermic reaction including gas evolution was observed. The mixture was stirred 30 minutes and then heated to 130° C. for 3.5 hours. The reaction mixture was quenched by ... Reactants: C1CCNC1, C1CCOC1, OCc1c[nH]c(=S)n1C1CCc2c(F)cc(F)cc2C1, CN(C)C=O, O=S(Cl)Cl. Yields the product Fc1cc(F)c2c(c1)CC(n1c(CN3CCCC3)c[nH]c1=S)CC2. RXN SMILES: [CH2:30]1[CH2:31][CH2:32][NH:33][CH2:34]1.[CH2:35]1[O:36][CH2:37][CH2:38][CH2:39]1.[F:1][c:2]1[c:3]2[c:8]([cH:9][c:10]([F:12])[cH:11]1)[CH2:7][CH:6]([n:13]1[c:14](=[S:20])[nH:15][cH:16][c:17]1[CH2:18][OH:19])[CH2:5][CH2:4]2.[O:21]=[CH:22][N:23]([CH3:24])[CH3:25].[S:26]([Cl:27])([Cl:28])=[O:29]>>[F:1][c:2]1[c:3]2[c:8]([cH:9][c:10]([F:12])[cH:11]1)[CH2:7][CH:6]([n:13]1[c:14](=[S:20])[nH:15][cH:16][c:17]1[CH2:18][N:33]1[CH2:32][CH2:31][CH2:30][CH2:34]1)[CH2:5][CH2:4]2. Starting materials: CC(CCO)CCCC(C)(OOC(C)(C)C)C (3,7-dimethyl-7-(t-butylperoxy)octyl alcohol), CC(CCO)CCCC(C)(O)C (3,7-dimethyl-7-hydroxy octyl alcohol), OO (hydrogen peroxide). The product is CC(CCO)CCCC(C)(OO)C (3,7-dimethyl-7-(hydroperoxy)octyl alcohol). As a reaction SMILES: [CH3:1][CH:2]([CH2:6][CH2:7][CH2:8][C:9]([CH3:17])([O:11][O:12]C(C)(C)C)[CH3:10])[CH2:3][CH2:4][OH:5].CC(CCCC(C)(O)C)CCO.OO>>[CH3:1][CH:2]([CH2:6][CH2:7][CH2:8][C:9]([CH3:17])([O:11][OH:12])[CH3:10])[CH2:3][CH2:4][OH:5]. Procedure details: The above-mentioned starting reactant, 3,7-dimethyl-7-(t-butylperoxy)octyl alcohol, was prepared by first reacting 3,7-dimethyl-7-hydroxy octyl alcohol with hydrogen peroxide to form 3,7-dimethyl-7-(hydroperoxy)octyl alcohol which was then alkylated with t-butyl alcohol to give said starting reactant. Starting materials: C#CC(=O)OCC, CC(=O)O, CC(C)NC(C)C, [Li]CCCC, O=Cc1ccc(OCCCCc2ccccc2)c(NC(=O)c2ccccc2)c1[N+](=O)[O-], C1CCOC1. Yields the product CCOC(=O)C#CC(O)c1ccc(OCCCCc2ccccc2)c(NC(=O)c2ccccc2)c1[N+](=O)[O-]. RXN SMILES: [CH3:13][CH2:14][O:15][C:16](=[O:17])[C:18]#[CH:19].[CH3:51][C:52](=[O:53])[OH:54].[CH:1]([NH:2][CH:3]([CH3:4])[CH3:5])([CH3:6])[CH3:7].[Li:8][CH2:9][CH2:10][CH2:11][CH3:12].[N+:20](=[O:21])([O-:22])[c:23]1[c:24]([CH:25]=[O:26])[cH:27][cH:28][c:29]([O:40][CH2:41][CH2:42][CH2:43][CH2:44][c:45]2[cH:46][cH:47][cH:48][cH:49][cH:50]2)[c:30]1[NH:31][C:32]([c:33]1[cH:34][cH:35][cH:36][cH:37][cH:38]1)=[O:39].[O:55]1[CH2:56][CH2:57][CH2:58][CH2:59]1>>[CH3:13][CH2:14][O:15][C:16](=[O:17])[C:18]#[C:19][CH:25]([c:24]1[c:23]([N+:20](=[O:21])[O-:22])[c:30]([NH:31][C:32]([c:33]2[cH:34][cH:35][cH:36][cH:37][cH:38]2)=[O:39])[c:29]([O:40][CH2:41][CH2:42][CH2:43][CH2:44][c:45]2[cH:46][cH:47][cH:48][cH:49][cH:50]2)[cH:28][cH:27]1)[OH:26]. Reactants: OCCO, CC(=CC=O)C[N+](=O)[O-], O, c1ccccc1. Yields the product CC(=CC1OCCO1)C[N+](=O)[O-]. As a reaction SMILES: [CH2:10]([CH2:11][OH:12])[OH:13].[N+:1](=[O:2])([O-:3])[CH2:4][C:5](=[CH:6][CH:7]=[O:8])[CH3:9].[OH2:14].[cH:15]1[cH:16][cH:17][cH:18][cH:19][cH:20]1>>[N+:1](=[O:2])([O-:3])[CH2:4][C:5](=[CH:6][CH:7]1[O:8][CH2:10][CH2:11][O:12]1)[CH3:9].